From a dataset of the Open Reaction Database (ORD), a public repository of structured organic reaction records. describe an organic reaction: reactants, conditions, products, and yield Starting materials: O=C(Cl)CCCCCBr, C1CCOC1, Nc1ccccc1. Product: O=C(CCCCCBr)Nc1ccccc1. RXN SMILES: [Br:1][CH2:2][CH2:3][CH2:4][CH2:5][CH2:6][C:7](=[O:8])[Cl:9].[CH2:17]1[O:18][CH2:19][CH2:20][CH2:21]1.[NH2:10][c:11]1[cH:12][cH:13][cH:14][cH:15][cH:16]1>>[Br:1][CH2:2][CH2:3][CH2:4][CH2:5][CH2:6][C:7](=[O:8])[NH:10][c:11]1[cH:12][cH:13][cH:14][cH:15][cH:16]1. The reactants are ClC1=CC=C(C=C1)C=1C=C(NC1)C(=O)NC1=CC(=C(C=C1)OCC(C)(C)O)OC (4-(4-chlorophenyl)-N-(4-(2-hydroxy-2-methylpropoxy)-3-methoxyphenyl)-1H-pyrrole-2-carboxamide), BrCCBr (1,2-dibromoethane). The product is ClC1=CC=C(C=C1)C=1C=C2N(CCN(C2=O)C2=CC(=C(C=C2)OCC(C)(C)O)OC)C1 (7-(4-chlorophenyl)-2-(4-(2-hydroxy-2-methylpropoxy)-3-methoxyphenyl)-3,4-dihydropyrrolo[1,2-a]pyrazin-1(2H)-one). As a reaction SMILES: [Cl:1][C:2]1[CH:7]=[CH:6][C:5]([C:8]2[CH:9]=[C:10]([C:13]([NH:15][C:16]3[CH:21]=[CH:20][C:19]([O:22][CH2:23][C:24]([OH:27])([CH3:26])[CH3:25])=[C:18]([O:28][CH3:29])[CH:17]=3)=[O:14])[NH:11][CH:12]=2)=[CH:4][CH:3]=1.Br[CH2:31][CH2:32]Br>>[Cl:1][C:2]1[CH:3]=[CH:4][C:5]([C:8]2[CH:9]=[C:10]3[C:13](=[O:14])[N:15]([C:16]4[CH:21]=[CH:20][C:19]([O:22][CH2:23][C:24]([OH:27])([CH3:25])[CH3:26])=[C:18]([O:28][CH3:29])[CH:17]=4)[CH2:32][CH2:31][N:11]3[CH:12]=2)=[CH:6][CH:7]=1. Procedure details: Following the procedure described in Example 1 step D, the product of step B (11 mg) was alkylated with 1,2-dibromoethane to yield 1.8 mg of the title compound. MS (ESI) 441 (M+H)+. Starting materials: BrC(Br)(Br)Br, ClCCl, CCCCCC, CC=CC1CCC(C2CCC(C=O)CC2)CC1, c1ccc(P(c2ccccc2)c2ccccc2)cc1. The product is CC=CC1CCC(C2CCC(C=C(Br)Br)CC2)CC1. Reaction SMILES: [Br:1][C:2]([Br:3])([Br:4])[Br:5].[CH2:42]([Cl:43])[Cl:44].[CH3:45][CH2:46][CH2:47][CH2:48][CH2:49][CH3:50].[CH:25](=[CH:26][CH3:27])[CH:28]1[CH2:29][CH2:30][CH:31]([CH:34]2[CH2:35][CH2:36][CH:37]([CH:40]=[O:41])[CH2:38][CH2:39]2)[CH2:32][CH2:33]1.[c:6]1([P:7]([c:8]2[cH:9][cH:10][cH:11][cH:12][cH:13]2)[c:14]2[cH:15][cH:16][cH:17][cH:18][cH:19]2)[cH:20][cH:21][cH:22][cH:23][cH:24]1>>[Br:1][C:2]([Br:5])=[CH:40][CH:37]1[CH2:36][CH2:35][CH:34]([CH:31]2[CH2:30][CH2:29][CH:28]([CH:25]=[CH:26][CH3:27])[CH2:33][CH2:32]2)[CH2:39][CH2:38]1. Starting materials: ClC1=NC=C(C(=N1)OC1=CC=C(C=C1)[N+](=O)[O-])C(F)(F)F (2-chloro-4-(4-nitrophenyloxy)-5-trifluoromethylpyrimidine), C(C1=CC=CC=C1)OC(C1=CC(=C(C=C1)N)OC)=O (4-amino-3-methoxy-benzoic acid benzyl ester), C[Si](C)(C)Cl (trimethylsilylchloride). Run in CC(C)O (2-propanol). Run at temperature 50 celsius, time 16 hour. Product: C(C1=CC=CC=C1)OC(C1=CC(=C(C=C1)NC1=NC=C(C(=N1)OC1=CC=C(C=C1)[N+](=O)[O-])C(F)(F)F)OC)=O (3-methoxy-4-[4-(4-nitro-phenoxy)-5-trifluoromethyl-pyrimidin-2-ylamino]-benzoic acid benzyl ester). Reaction SMILES: Cl[C:2]1[N:7]=[C:6]([O:8][C:9]2[CH:14]=[CH:13][C:12]([N+:15]([O-:17])=[O:16])=[CH:11][CH:10]=2)[C:5]([C:18]([F:21])([F:20])[F:19])=[CH:4][N:3]=1.[CH2:22]([O:29][C:30](=[O:40])[C:31]1[CH:36]=[CH:35][C:34]([NH2:37])=[C:33]([O:38][CH3:39])[CH:32]=1)[C:23]1[CH:28]=[CH:27][CH:26]=[CH:25][CH:24]=1.C[Si](Cl)(C)C>CC(O)C>[CH2:22]([O:29][C:30](=[O:40])[C:31]1[CH:36]=[CH:35][C:34]([NH:37][C:2]2[N:7]=[C:6]([O:8][C:9]3[CH:14]=[CH:13][C:12]([N+:15]([O-:17])=[O:16])=[CH:11][CH:10]=3)[C:5]([C:18]([F:21])([F:20])[F:19])=[CH:4][N:3]=2)=[C:33]([O:38][CH3:39])[CH:32]=1)[C:23]1[CH:24]=[CH:25][CH:26]=[CH:27][CH:28]=1. Reported procedure: b-3.) 1.0 g of 2-chloro-4-(4-nitrophenyloxy)-5-trifluoromethylpyrimidine and 0.77 g of 4-amino-3-methoxy-benzoic acid benzyl ester are suspended in 15 mL of 2-propanol. The suspension is heated to 50° C. and 0.08 mL trimethylsilylchloride (TMSCl) are added. The suspension is stirred for 16 hours at 50° C. The suspension is cooled to ambient temperature and stirred for 3 hours. The precipitate is filtered and washed with 2-propanol. After drying in a vacuum drying oven 1.38 g (85% of theory) of t... Starting materials: C(C1=CC=CC=C1)OC1=CC=C2C(CCOC2=C1)C(=O)O (7-benzyloxychroman-4-carboxylic acid), CN(C1=CC=C(C=C1)CNC1=CC=C(C=C1)C(C)C)C ([(4-dimethylaminophenyl)methyl](4-isopropylphenyl)amine). Yields the product C(C1=CC=CC=C1)OC1=CC=C2C(CCOC2=C1)C(=O)N(C1=CC=C(C=C1)C(C)C)CC1=CC=C(C=C1)N(C)C (7-benzyloxy-N-[(4-dimethylaminophenyl)methyl]-N-(4-isopropylphenyl)chroman-4-carboxamide). Yield: 106.3%. Reaction SMILES: [CH2:1]([O:8][C:9]1[CH:18]=[C:17]2[C:12]([CH:13]([C:19]([OH:21])=O)[CH2:14][CH2:15][O:16]2)=[CH:11][CH:10]=1)[C:2]1[CH:7]=[CH:6][CH:5]=[CH:4][CH:3]=1.[CH3:22][N:23]([CH3:41])[C:24]1[CH:29]=[CH:28][C:27]([CH2:30][NH:31][C:32]2[CH:37]=[CH:36][C:35]([CH:38]([CH3:40])[CH3:39])=[CH:34][CH:33]=2)=[CH:26][CH:25]=1>>[CH2:1]([O:8][C:9]1[CH:18]=[C:17]2[C:12]([CH:13]([C:19]([N:31]([CH2:30][C:27]3[CH:26]=[CH:25][C:24]([N:23]([CH3:41])[CH3:22])=[CH:29][CH:28]=3)[C:32]3[CH:33]=[CH:34][C:35]([CH:38]([CH3:40])[CH3:39])=[CH:36][CH:37]=3)=[O:21])[CH2:14][CH2:15][O:16]2)=[CH:11][CH:10]=1)[C:2]1[CH:3]=[CH:4][CH:5]=[CH:6][CH:7]=1. Procedure: By the reaction and treatment in the same manner as in Example 12 using 7-benzyloxychroman-4-carboxylic acid (0.6 g) and [(4-dimethylaminophenyl)methyl](4-isopropylphenyl)amine (0.57 g) as starting materials, 7-benzyloxy-N-[(4-dimethylaminophenyl)methyl]-N-(4-isopropylphenyl)chroman-4-carboxamide (1.2 g) was obtained. The reactants are CCOC(=O)Cn1nc(C(F)(F)F)cc1C(C)(C)C, CC(C)(C)c1cc(C(F)(F)F)n(CC(=O)O)n1. The product is CC(C)(C)c1cc(C(F)(F)F)nn1CC(=O)O. RXN SMILES: [C:1]([CH3:2])([CH3:3])([CH3:4])[c:5]1[cH:6][c:7]([C:16]([F:17])([F:18])[F:19])[n:8][n:9]1[CH2:10][C:11](=[O:12])[O:13][CH2:14][CH3:15].[C:20]([c:21]1[cH:22][c:23]([C:24]([F:25])([F:26])[F:27])[n:28]([CH2:29][C:30]([OH:31])=[O:32])[n:33]1)([CH3:34])([CH3:35])[CH3:36]>>[C:1]([CH3:2])([CH3:3])([CH3:4])[c:5]1[cH:6][c:7]([C:16]([F:17])([F:18])[F:19])[n:8][n:9]1[CH2:10][C:11](=[O:12])[OH:13]. The reactants are Cl.BrC1=CC=C(C=C1)C(CCCN1CCC(CC1)C(C1=CC=CC=C1)(C1=CC=CC=C1)O)=O (4'-bromo-4-[4-(α-hydroxy-α-phenylbenzyl)piperidino]butyrophenone hydrochloride), Cl (HCl). Run in C(CCC)O (n-butanol). Yields the product Cl.BrC1=CC=C(C=C1)C(CCCN1CCC(CC1)=C(C1=CC=CC=C1)C1=CC=CC=C1)=O (4'-Bromo-4-[4-(diphenylmethylene)piperidino]butyrophenone hydrochloride). As a reaction SMILES: [ClH:1].[Br:2][C:3]1[CH:8]=[CH:7][C:6]([C:9](=[O:33])[CH2:10][CH2:11][CH2:12][N:13]2[CH2:18][CH2:17][CH:16]([C:19](O)([C:26]3[CH:31]=[CH:30][CH:29]=[CH:28][CH:27]=3)[C:20]3[CH:25]=[CH:24][CH:23]=[CH:22][CH:21]=3)[CH2:15][CH2:14]2)=[CH:5][CH:4]=1.Cl>C(O)CCC>[ClH:1].[Br:2][C:3]1[CH:8]=[CH:7][C:6]([C:9](=[O:33])[CH2:10][CH2:11][CH2:12][N:13]2[CH2:18][CH2:17][C:16](=[C:19]([C:26]3[CH:27]=[CH:28][CH:29]=[CH:30][CH:31]=3)[C:20]3[CH:21]=[CH:22][CH:23]=[CH:24][CH:25]=3)[CH2:15][CH2:14]2)=[CH:5][CH:4]=1 |f:0.1,4.5|. Procedure details: A mixture of 20 g (0.038 mole) of 4'-bromo-4-[4-(α-hydroxy-α-phenylbenzyl)piperidino]butyrophenone hydrochloride, 500 ml of 37% HCl and 250 ml of n-butanol was refluxed for 3 hours after which the solvent and excess acid were removed under vacuum. The remaining residue was recrystallized from isopropyl alcohol to give the desired product, M.P. 228°-230° C.